This data is from the Open Reaction Database (ORD), a public repository of structured organic reaction records. The task is: describe an organic reaction: reactants, conditions, products, and yield The reactants are N1(C=NC=C1)CCCN (3-Imidazol-1-yl-propylamine), N1C=CC2=CC(=CC=C12)C=O (1H-Indole-5-carbaldehyde), C(C)OC(C(CC1=CC=C(C=C1)O)=O)=O (3-(4-Hydroxy-phenyl)-2-oxo-propionic acid ethyl ester). Solvent: C(C)O (ethanol). Run at temperature 50 celsius, time 24 hour. The product is OC=1C(N(C(C1C1=CC=C(C=C1)O)C=1C=C2C=CNC2=CC1)CCCN1C=NC=C1)=O (3-Hydroxy-4-(4-hydroxy-phenyl)-1-(3-imidazol-1-yl-propyl)-5-(1H-indol-5-yl)-1,5-dihydro-pyrrol-2-one). RXN SMILES: [N:1]1([CH2:6][CH2:7][CH2:8][NH2:9])[CH:5]=[CH:4][N:3]=[CH:2]1.[NH:10]1[C:18]2[C:13](=[CH:14][C:15]([CH:19]=O)=[CH:16][CH:17]=2)[CH:12]=[CH:11]1.C([O:23][C:24](=O)[C:25](=[O:34])[CH2:26][C:27]1[CH:32]=[CH:31][C:30]([OH:33])=[CH:29][CH:28]=1)C>C(O)C>[OH:34][C:25]1[C:24](=[O:23])[N:9]([CH2:8][CH2:7][CH2:6][N:1]2[CH:5]=[CH:4][N:3]=[CH:2]2)[CH:19]([C:15]2[CH:14]=[C:13]3[C:18](=[CH:17][CH:16]=2)[NH:10][CH:11]=[CH:12]3)[C:26]=1[C:27]1[CH:32]=[CH:31][C:30]([OH:33])=[CH:29][CH:28]=1. Procedure: 3-Imidazol-1-yl-propylamine (1 mmol) and 1H-Indole-5-carbaldehyde (1 mmol) were added to ethanol (5 ml). After 30 min 3-(4-Hydroxy-phenyl)-2-oxo-propionic acid ethyl ester (1 mmol) was added. The reaction was heated to 50° C. and stirred for 24 h. After evaporation of the solvent the residue was purified with chromatographic methods. Starting materials: ClCCl, C[Si](C)(C)CCOCn1nc(NC2CCN(S(C)(=O)=O)CC2)c2nc(-c3c(F)cccc3F)c3cc(F)ccc3c21, O=C(O)C(F)(F)F, N, O. The product is CS(=O)(=O)N1CCC(Nc2n[nH]c3c2nc(-c2c(F)cccc2F)c2cc(F)ccc23)CC1. Reaction SMILES: [Cl:49][CH2:50][Cl:51].[F:1][c:2]1[c:3](-[c:9]2[n:10][c:11]3[c:12]([c:13]4[cH:14][cH:15][c:16]([F:19])[cH:17][c:18]24)[n:20]([CH2:34][O:35][CH2:36][CH2:37][Si:38]([CH3:39])([CH3:40])[CH3:41])[n:21][c:22]3[NH:23][CH:24]2[CH2:25][CH2:26][N:27]([S:30](=[O:31])(=[O:32])[CH3:33])[CH2:28][CH2:29]2)[c:4]([F:8])[cH:5][cH:6][cH:7]1.[F:42][C:43]([F:44])([F:45])[C:46]([OH:47])=[O:48].[NH3:53].[OH2:52]>>[F:1][c:2]1[c:3](-[c:9]2[n:10][c:11]3[c:12]([c:13]4[cH:14][cH:15][c:16]([F:19])[cH:17][c:18]24)[nH:20][n:21][c:22]3[NH:23][CH:24]2[CH2:25][CH2:26][N:27]([S:30](=[O:31])(=[O:32])[CH3:33])[CH2:28][CH2:29]2)[c:4]([F:8])[cH:5][cH:6][cH:7]1. Reactants: IC[C@@H]1CN(C(O1)=O)C=1C=CC2=C(NC(CS2)=O)C1 (6-((S)-5-iodomethyl-2-oxooxazolidin-3-yl)-4H-benzo[1,4]thiazin-3-one), C(=O)(OC(C)(C)C)N1CCNCC1 (Boc-piperazine). Solvent: CN(C)C=O (DMF), O (water), CC(C)(C)OC (TBME). Product: C(C)(C)(C)OC(=O)N1CCN(CC1)C[C@@H]1CN(C(O1)=O)C=1C=CC2=C(NC(CS2)=O)C1 (4-[(R)-2-oxo-3-(3-oxo-3,4-dihydro-2H-benzo[1,4]thiazin-6-yl)-oxazolidin-5-ylmethyl]-piperazine-1-carboxylic acid tert-butyl ester). Reaction SMILES: I[CH2:2][C@H:3]1[O:7][C:6](=[O:8])[N:5]([C:9]2[CH:10]=[CH:11][C:12]3[S:17][CH2:16][C:15](=[O:18])[NH:14][C:13]=3[CH:19]=2)[CH2:4]1.[C:20]([N:27]1[CH2:32][CH2:31][NH:30][CH2:29][CH2:28]1)([O:22][C:23]([CH3:26])([CH3:25])[CH3:24])=[O:21]>CN(C=O)C.O.CC(OC)(C)C>[C:23]([O:22][C:20]([N:27]1[CH2:32][CH2:31][N:30]([CH2:2][C@H:3]2[O:7][C:6](=[O:8])[N:5]([C:9]3[CH:10]=[CH:11][C:12]4[S:17][CH2:16][C:15](=[O:18])[NH:14][C:13]=4[CH:19]=3)[CH2:4]2)[CH2:29][CH2:28]1)=[O:21])([CH3:26])([CH3:24])[CH3:25]. Procedure details: A solution of 6-((S)-5-iodomethyl-2-oxooxazolidin-3-yl)-4H-benzo[1,4]thiazin-3-one (prepared according to WO 2008/126034; 1.0 g) and Boc-piperazine (1.43 g) in DMF (10 ml) was stirred overnight at rt and 2 h at 60° C. The reaction mixture was allowed to reach rt, diluted with water and extracted with EA (2×). The combined org. layers were washed with water and brine, dried over MgSO4, filtered and evaporated under reduced pressure, affording after stirring the residue in TBME a colourless solid. The reactants are Cc1ccccc1, ClCC1CO1, [Na+], [OH-], O, Oc1ccccc1. Product: c1ccc(OCC2CO2)cc1. RXN SMILES: [CH3:6][c:7]1[cH:8][cH:9][cH:10][cH:11][cH:12]1.[CH:1]1([CH2:2][Cl:3])[CH2:4][O:5]1.[Na+:21].[OH-:20].[OH2:22].[OH:13][c:14]1[cH:15][cH:16][cH:17][cH:18][cH:19]1>>[CH:1]1([CH2:2][O:13][c:14]2[cH:15][cH:16][cH:17][cH:18][cH:19]2)[CH2:4][O:5]1. Reactants: NC1=C(C(=O)C2=C(C=CC=C2F)F)C=C(C=C1)F (2-amino-2',5,6'-trifluorobenzophenone), [K] (potassium). The product is FC=1C=C(C(N)=CC1)CC1=C(C=CC=C1F)F (4-Fluoro-α-(2,6-difluorophenyl)-o-toluidine). RXN SMILES: [NH2:1][C:2]1[CH:17]=[CH:16][C:15]([F:18])=[CH:14][C:3]=1[C:4]([C:6]1[C:11]([F:12])=[CH:10][CH:9]=[CH:8][C:7]=1[F:13])=O.[K]>>[F:18][C:15]1[CH:14]=[C:3]([CH2:4][C:6]2[C:7]([F:13])=[CH:8][CH:9]=[CH:10][C:11]=2[F:12])[C:2](=[CH:17][CH:16]=1)[NH2:1] |^1:18|. Reported procedure: In the manner given in Preparation 11, 2-amino-2',5,6'-trifluorobenzophenone is refluxed with potassium hydroxidein diethylene glycol to give 4-fluoro-α-(2,6-difluorophenyl)-o-toluidene. Starting materials: BrC1=NC=CC=C1 (2-bromopyridine), C(CCC)[Li] (n-butyllithium), C(=O)C1=C(C(=C(C=2CC(OC21)(C)C)C)NC(CC(C)(C)C)=O)C (N-(7-Formyl-2,2,4,6-tetramethyl-2,3-dihydro-1-benzofuran-5-yl)-3,3-dimethylbutanamide), O (Water). Solvent: C(C)OCC (diethyl ether), C1CCOC1 (THF), CCCCCC (hexane), C(C)(=O)OCC (ethyl acetate). Run at time 30 minute. The product is OC(C1=C(C(=C(C=2CC(OC21)(C)C)C)NC(CC(C)(C)C)=O)C)C2=NC=CC=C2 (N-(7-(Hydroxy(pyridin-2-yl)methyl)-2,2,4,6-tetramethyl-2,3-dihydro-1-benzofuran-5-yl)-3,3-dimethylbutanamide). Isolated yield 68.1%. As a reaction SMILES: Br[C:2]1[CH:7]=[CH:6][CH:5]=[CH:4][N:3]=1.C([Li])CCC.[CH:13]([C:15]1[C:23]2[O:22][C:21]([CH3:25])([CH3:24])[CH2:20][C:19]=2[C:18]([CH3:26])=[C:17]([NH:27][C:28](=[O:34])[CH2:29][C:30]([CH3:33])([CH3:32])[CH3:31])[C:16]=1[CH3:35])=[O:14].O>C(OCC)C.C1COCC1.CCCCCC.C(OCC)(=O)C>[OH:14][CH:13]([C:2]1[CH:7]=[CH:6][CH:5]=[CH:4][N:3]=1)[C:15]1[C:23]2[O:22][C:21]([CH3:24])([CH3:25])[CH2:20][C:19]=2[C:18]([CH3:26])=[C:17]([NH:27][C:28](=[O:34])[CH2:29][C:30]([CH3:33])([CH3:32])[CH3:31])[C:16]=1[CH3:35]. Procedure details: To a solution of 2-bromopyridine (553 mg, 3.5 mmol) in diethyl ether (3.0 mL) was added dropwise at −70° C. under argon atmosphere n-butyllithium (1.6 M, hexane solution, 2.13 mL, 3.4 mmol) and the mixture was stirred for 30 minutes. To the reaction solution was added dropwise at −70° C. a solution of N-(7-formyl-2,2,4,6-tetramethyl-2,3-dihydro-1-benzofuran-5-yl)-3,3-dimethylbutanamide (317 mg, 1.0 mmol) obtained in Example 340 in THF (4.0 mL) and the mixture was stirred for 30 minutes, and then... Reactants: BrC=1C(=C(C2=C(C=CO2)C1)C=O)OC (5bromo-6-methoxybenzofuran-7-carbaldehyde), N1=CC=C(C=C1)B(O)O (pyridine-4-boronic acid). The product is COC1=C(C2=C(C=CO2)C=C1C1=CC=NC=C1)C=O (6-Methoxy-5-pyridin-4-ylbenzofuran-7-carbaldehyde). As a reaction SMILES: Br[C:2]1[C:3]([O:13][CH3:14])=[C:4]([CH:11]=[O:12])[C:5]2[O:9][CH:8]=[CH:7][C:6]=2[CH:10]=1.[N:15]1[CH:20]=[CH:19][C:18](B(O)O)=[CH:17][CH:16]=1>>[CH3:14][O:13][C:3]1[C:2]([C:18]2[CH:19]=[CH:20][N:15]=[CH:16][CH:17]=2)=[CH:10][C:6]2[CH:7]=[CH:8][O:9][C:5]=2[C:4]=1[CH:11]=[O:12]. Procedure details: From 5bromo-6-methoxybenzofuran-7-carbaldehyde (350 mg) and pyridine-4-boronic acid (0.21g). Starting materials: C(C)(C)(C)OC(=O)N1CCN(CC1)CCC1=C(C2=C(C(OC2)=O)C=C1)I (tert-butyl-4-[2-(4-iodo-1-oxo-1,3-dihydro-2-benzofuran-5-yl)ethyl]piperazine-1-carboxylate), Cl.CC1=C(C=CC=2C(OCC21)=O)CCN2CCNCC2 (4-methyl-5-(2-piperazin-1-ylethyl)-2-benzofuran-1(3H)-one hydrochloride). The solvent is O1CCOCC1 (dioxane). Product: Cl.IC1=C(C=CC=2C(OCC21)=O)CCN2CCNCC2 (4-Iodo-5-[2-(piperazin-1-yl)ethyl]-2-benzofuran-1(3H)-one hydrochloride). Reaction SMILES: C(OC([N:8]1[CH2:13][CH2:12][N:11]([CH2:14][CH2:15][C:16]2[CH:25]=[CH:24][C:19]3[C:20](=[O:23])[O:21][CH2:22][C:18]=3[C:17]=2[I:26])[CH2:10][CH2:9]1)=O)(C)(C)C.[ClH:27].CC1C2COC(=O)C=2C=CC=1CCN1CCNCC1>O1CCOCC1>[ClH:27].[I:26][C:17]1[C:18]2[CH2:22][O:21][C:20](=[O:23])[C:19]=2[CH:24]=[CH:25][C:16]=1[CH2:15][CH2:14][N:11]1[CH2:12][CH2:13][NH:8][CH2:9][CH2:10]1 |f:1.2,4.5|. Reported procedure: 4-Iodo-5-[2-(piperazin-1-yl)ethyl]-2-benzofuran-1(3H)-one hydrochloride was prepared from tert-butyl-4-[2-(4-iodo-1-oxo-1,3-dihydro-2-benzofuran-5-yl)ethyl]piperazine-1-carboxylate using 4N HCl in dioxane in an analogous fashion to that described for the synthesis of 4-methyl-5-(2-piperazin-1-ylethyl)-2-benzofuran-1(3H)-one hydrochloride above. LC-MS (IE, m/z): 373 [M+1]+.